This data is from the Open Reaction Database (ORD), a public repository of structured organic reaction records. The task is: describe an organic reaction: reactants, conditions, products, and yield Reactants: N1=CNC2=C1C=CC=C2 (Benzimidazole), ( IV ), [OH-].[K+] (KOH), hemiacetal, S(=O)([O-])S(=O)[O-].[Na+].[Na+] (sodium dithionite), aldehyde, [Li+].[OH-] (LiOH), [OH-].[Na+] (NaOH). Run in CC(=O)N(C)C (DMA), CO (MeOH), O1CCCC1 (THF). The product is ( IV ), NC1=C(C=C(C=C1)O)[N+](=O)[O-] (4-amino-3-nitrophenol). As a reaction SMILES: [Li+].[OH-:2].[OH-:3].[Na+].[OH-:5].[K+].[N:7]1[C:11]2[CH:12]=[CH:13][CH:14]=[CH:15][C:10]=2[NH:9]C=1.S(S([O-])=O)([O-])=O.[Na+].[Na+]>CC(N(C)C)=O.O1CCCC1.CO>[NH2:9][C:10]1[CH:15]=[CH:14][C:13]([OH:2])=[CH:12][C:11]=1[N+:7]([O-:5])=[O:3] |f:0.1,2.3,4.5,7.8.9|. Reported procedure: Referring to Scheme A, compounds of Formulae (I) are prepared from cyclization of diamines (V) with anhydrides, di-acids, or aldehyde containing acids where R1 is an aryl or heteroaryl substituent and R5 may contain substituents such as alkyl or cycloalkyl carboxylic acids. Ring A may represent or contain various substituents such as alkyls, cycloalkyls, halogens, amines, ethers, and aromatic or heteroaromatic rings. Various substituted anhydrides and diacids used in the preparation of compounds... The reactants are BrC1=CC=C2C=CC3=C(C=CC4=CC=C1C2=C34)Br (1,6-dibromopyrene), C1(CCCCC1)[Mg]Br (cyclohexylmagnesiumbromide), (diphenylphosphinoferrocene)palladium(II)dichloride, resultant solution, Cl (hydrochloric acid). Run in C1CCOC1 (THF), O1CCOCC1 (dioxane), O1CCCC1 (tetrahydrofuran), C1CCOC1 (THF). Conditions: temperature 90 celsius. The product is C1(CCCCC1)C1=CC=C2C=CC3=C(C=CC4=CC=C1C2=C34)C3CCCCC3 (1,6-dicyclohexylpyrene). Isolated yield 71.0%. RXN SMILES: Br[C:2]1[C:15]2[C:16]3=[C:17]4[C:12](=[CH:13][CH:14]=2)[CH:11]=[CH:10][C:9](Br)=[C:8]4[CH:7]=[CH:6][C:5]3=[CH:4][CH:3]=1.[CH:19]1([Mg]Br)[CH2:24][CH2:23][CH2:22][CH2:21][CH2:20]1.Cl>C1COCC1.O1CCOCC1>[CH:19]1([C:2]2[C:15]3[C:16]4=[C:17]5[C:12](=[CH:13][CH:14]=3)[CH:11]=[CH:10][C:9]([CH:2]3[CH2:15][CH2:16][CH2:5][CH2:4][CH2:3]3)=[C:8]5[CH:7]=[CH:6][C:5]4=[CH:4][CH:3]=2)[CH2:24][CH2:23][CH2:22][CH2:21][CH2:20]1. Procedure details: Under an atmospheric argon gas flow, 1,6-dibromopyrene in an amount of 20 g (55.6 millimole), cyclohexylmagnesiumbromide in an amount of 117 milliliter [117 millimole, 1 mole/liter (THF: tetrahydrofuran)], (diphenylphosphinoferrocene)palladium(II)dichloride in an amount of 2.27 g (5% by mole), dried dioxane in an amount of 80 milliliter and THF in an amount of 70 milliliter were placed into a three-neck flask equipped with a cooling pipe and having a capacity of 500 milliliter, and the resultant... Starting materials: [Na] (sodium), Cl (hydrochloric acid), C(C)OC(=O)C=1N=NN(C1OC)CC1=C(C=CC=C1)Cl (1-(o-chlorobenzyl)-5-methoxy-1H-1,2,3-triazole-4-carboxylic acid ethyl ester), [OH-].[Na+] (sodium hydroxide). The solvent is O (water), C(C)O (ethanol). The product is ClC1=C(CN2N=NC(=C2OC)C(=O)O)C=CC=C1 (1-(o-chlorobenzyl)-5-methoxy-1H-1,2,3-triazole-4-carboxylic acid). RXN SMILES: C([O:3][C:4]([C:6]1[N:7]=[N:8][N:9]([CH2:13][C:14]2[CH:19]=[CH:18][CH:17]=[CH:16][C:15]=2[Cl:20])[C:10]=1[O:11][CH3:12])=[O:5])C.[OH-].[Na+].[Na].Cl>C(O)C.O>[Cl:20][C:15]1[CH:16]=[CH:17][CH:18]=[CH:19][C:14]=1[CH2:13][N:9]1[C:10]([O:11][CH3:12])=[C:6]([C:4]([OH:5])=[O:3])[N:7]=[N:8]1 |f:1.2,^1:22|. Procedure details: 3.3 g (11.2 mmol) of 1-(o-chlorobenzyl)-5-methoxy-1H-1,2,3-triazole-4-carboxylic acid ethyl ester are dissolved in 50 ml of warm ethanol and, after the addition of 15 ml of 1N sodium hydroxide solution, heated for 1 hour under reflux. The precipitated sodium salt is dissolved by the addition of 250 ml of water and then acidified with 15 ml of 2N hydrochloric acid. The precipitated product is filtered off with suction and washed with water. In this manner there is obtained 1-(o-chlorobenzyl)-5-me... Procedure details: Under a nitrogen atmosphere, 3-[5-(4-aminophenyl)-1-(4-carbamoyl-2-methylphenyl)-1H-pyrrol-2-yl]-propionic acid ethyl ester (11A, see scheme 11) (102 mg, 0.26 mmol), glycolic acid (40 mg, 0.52 mmol), TBTU (167 mg, 0.52 mmol), and EDC (101 mg, 0.65 mmol) were dissolved in 1 mL N, N-dimethylformamide. After 24 hrs, the reaction was diluted with water and extracted with ethyl acetate. The combined organic layers were dried over Na2SO4, filtered and concentrated in vacuo. The crude material was puri... Run in CN(C=O)C (N, N-dimethylformamide), O (water). The product is C(C)OC(CCC=1N(C(=CC1)C1=CC=C(C=C1)NC(CO)=O)C1=C(C=C(C=C1)C(N)=O)C)=O (3-[1-(4-carbamoyl-2-methylphenyl)-5-[4-(2-hydroxyacetylamino)-phenyl]-1H-pyrrol-2-yl]-propionic acid ethyl ester). RXN SMILES: [CH2:1]([O:3][C:4](=[O:29])[CH2:5][CH2:6][C:7]1[N:8]([C:19]2[CH:24]=[CH:23][C:22]([C:25](=[O:27])[NH2:26])=[CH:21][C:20]=2[CH3:28])[C:9]([C:12]2[CH:17]=[CH:16][C:15]([NH2:18])=[CH:14][CH:13]=2)=[CH:10][CH:11]=1)[CH3:2].[C:30](O)(=[O:33])[CH2:31][OH:32].CN(C(ON1N=NC2C=CC=CC1=2)=[N+](C)C)C.[B-](F)(F)(F)F.C(Cl)CCl>CN(C)C=O.O>[CH2:1]([O:3][C:4](=[O:29])[CH2:5][CH2:6][C:7]1[N:8]([C:19]2[CH:24]=[CH:23][C:22]([C:25](=[O:27])[NH2:26])=[CH:21][C:20]=2[CH3:28])[C:9]([C:12]2[CH:13]=[CH:14][C:15]([NH:18][C:31](=[O:32])[CH2:30][OH:33])=[CH:16][CH:17]=2)=[CH:10][CH:11]=1)[CH3:2] |f:2.3|. Yield: 56.5%. Run at time 24 hour. The reactants are C(C)OC(CCC=1N(C(=CC1)C1=CC=C(C=C1)N)C1=C(C=C(C=C1)C(N)=O)C)=O (3-[5-(4-aminophenyl)-1-(4-carbamoyl-2-methylphenyl)-1H-pyrrol-2-yl]-propionic acid ethyl ester), C(CO)(=O)O (glycolic acid), CN(C)C(=[N+](C)C)ON1C2=C(C=CC=C2)N=N1.[B-](F)(F)(F)F (TBTU), C(CCl)Cl (EDC). The reactants are CC=1C=CC(=CC1)S(=O)(=O)NCl (Chloramine-T), C(C)C(=C)CC (2-ethylbut-1-ene), [Br-].[Br-].[Br-].C1(=CC=CC=C1)[N+](C)(C)C.C1(=CC=CC=C1)[N+](C)(C)C.C1(=CC=CC=C1)[N+](C)(C)C (phenyltrimethylammonium tribromide). The solvent is C(C)#N (acetonitrile). Yields the product C(C)C1(N(C1)S(=O)(=O)C1=CC=C(C=C1)C)CC (2,2-diethyl-1-[(4-methylphenyl)sulfonyl]-aziridine). Isolated yield 40.5%. RXN SMILES: [CH3:1][C:2]1[CH:3]=[CH:4][C:5]([S:8]([NH:11]Cl)(=[O:10])=[O:9])=[CH:6][CH:7]=1.[CH2:13]([C:15]([CH2:17][CH3:18])=[CH2:16])[CH3:14].[Br-].[Br-].[Br-].C1([N+](C)(C)C)C=CC=CC=1.C1([N+](C)(C)C)C=CC=CC=1.C1([N+](C)(C)C)C=CC=CC=1>C(#N)C>[CH2:13]([C:15]1([CH2:17][CH3:18])[CH2:16][N:11]1[S:8]([C:5]1[CH:4]=[CH:3][C:2]([CH3:1])=[CH:7][CH:6]=1)(=[O:10])=[O:9])[CH3:14] |f:2.3.4.5.6.7|. Procedure: Chloramine-T (10 g, 43.9 mmol) was suspended in acetonitrile (146 mL) at room temperature under nitrogen. To this suspension was added 2-ethylbut-1-ene (5.55 g, 65.9 mmol) followed by phenyltrimethylammonium tribromide (1.65 g, 4.39 mmol) in two roughly equal portions. After three days the reaction mixture was concentrated to half volume and then filtered through a sintered glass funnel. The filtrate was concentrated to half volume again which caused further precipitation. This mixture was filte... Reactants: [Br-], [Br-], [Br-], CC(=O)c1cc(OCCC(F)(F)F)cc(C(C)(C)C)c1, C1CCOC1, CO, CCOC(C)=O, C[N+](C)(C)c1ccccc1, C[N+](C)(C)c1ccccc1, C[N+](C)(C)c1ccccc1. Yields the product CC(C)(C)c1cc(OCCC(F)(F)F)cc(C(=O)CBr)c1. RXN SMILES: [Br-:21].[Br-:22].[Br-:23].[C:1]([CH3:2])([CH3:3])([CH3:4])[c:5]1[cH:6][c:7]([C:18]([CH3:19])=[O:20])[cH:8][c:9]([O:11][CH2:12][CH2:13][C:14]([F:15])([F:16])[F:17])[cH:10]1.[CH2:54]1[O:55][CH2:56][CH2:57][CH2:58]1.[CH3:59][OH:60].[CH3:61][CH2:62][O:63][C:64](=[O:65])[CH3:66].[c:24]1([N+:25]([CH3:26])([CH3:27])[CH3:28])[cH:29][cH:30][cH:31][cH:32][cH:33]1.[c:34]1([N+:35]([CH3:36])([CH3:37])[CH3:38])[cH:39][cH:40][cH:41][cH:42][cH:43]1.[c:44]1([N+:45]([CH3:46])([CH3:47])[CH3:48])[cH:49][cH:50][cH:51][cH:52][cH:53]1>>[C:1]([CH3:2])([CH3:3])([CH3:4])[c:5]1[cH:6][c:7]([C:18]([CH2:19][Br:21])=[O:20])[cH:8][c:9]([O:11][CH2:12][CH2:13][C:14]([F:15])([F:16])[F:17])[cH:10]1. Reactants: Intermediate 32, BrC=1C(=NN(C1)CC)C1=CC=C(C=C1)NC(N(C)C)=O (N′-[4-(4-bromo-1-ethyl-1H-pyrazol-3-yl)phenyl]-N,N-dimethylurea), BrC1=C2C(=NC=C1)N(C(=C2)C2=CC=C(C=C2)CCN2CCCC2)S(=O)(=O)C2=CC=CC=C2 (4-bromo-1-(phenylsulfonyl)-2-{4-[2-(1-pyrrolidinyl)ethyl]phenyl}-1H-pyrrolo[2,3-b]pyridine), Intermediate 100. Reaction conditions: time 4.5 hour. Yields the product C(C)N1N=C(C(=C1)C1=C2C(=NC=C1)N(C(=C2)C2=CC=C(C=C2)CCN2CCCC2)S(=O)(=O)C2=CC=CC=C2)C2=CC=C(C=C2)NC(N(C)C)=O (N′-{4-[1-ethyl-4-(1-(phenylsulfonyl)-2-{4-[2-(1-pyrrolidinyl)ethyl]phenyl}-1H-pyrrolo[2,3-b]pyridin-4-yl)-1H-pyrazol-3-yl]phenyl}-N,N-dimethylurea). As a reaction SMILES: Br[C:2]1[CH:7]=[CH:6][N:5]=[C:4]2[N:8]([S:24]([C:27]3[CH:32]=[CH:31][CH:30]=[CH:29][CH:28]=3)(=[O:26])=[O:25])[C:9]([C:11]3[CH:16]=[CH:15][C:14]([CH2:17][CH2:18][N:19]4[CH2:23][CH2:22][CH2:21][CH2:20]4)=[CH:13][CH:12]=3)=[CH:10][C:3]=12.Br[C:34]1[C:35]([C:41]2[CH:46]=[CH:45][C:44]([NH:47][C:48](=[O:52])[N:49]([CH3:51])[CH3:50])=[CH:43][CH:42]=2)=[N:36][N:37]([CH2:39][CH3:40])[CH:38]=1>>[CH2:39]([N:37]1[CH:38]=[C:34]([C:2]2[CH:7]=[CH:6][N:5]=[C:4]3[N:8]([S:24]([C:27]4[CH:32]=[CH:31][CH:30]=[CH:29][CH:28]=4)(=[O:25])=[O:26])[C:9]([C:11]4[CH:16]=[CH:15][C:14]([CH2:17][CH2:18][N:19]5[CH2:23][CH2:22][CH2:21][CH2:20]5)=[CH:13][CH:12]=4)=[CH:10][C:3]=23)[C:35]([C:41]2[CH:46]=[CH:45][C:44]([NH:47][C:48](=[O:52])[N:49]([CH3:51])[CH3:50])=[CH:43][CH:42]=2)=[N:36]1)[CH3:40]. Reported procedure: Following the procedure described for Intermediate 32 using 4-bromo-1-(phenylsulfonyl)-2-{4-[2-(1-pyrrolidinyl)ethyl]phenyl}-1H-pyrrolo[2,3-b]pyridine and then following the procedure described for Intermediate 100 using N′-[4-(4-bromo-1-ethyl-1H-pyrazol-3-yl)phenyl]-N,N-dimethylurea and stirring for 4.5 hours provided the title compound. ESMS [M+H]+: 688.6. Starting materials: C(C)OC(=O)C=1C(C=2C=C3C(=NC2N(C1)CC)C(=C(C(=C3)F)F)F)=O (3-ethoxycarbonyl-1-ethyl-7,8,9-trifluoro-4-oxo-1,4-dihydro-benzo[b][1,8]naphthyridine), solid, CN1CCNCC1 (1-methylpiperazine). The product is C(C)OC(=O)C=1C(C=2C=C3C(=NC2N(C1)CC)C(=C(C(=C3)F)N3CCN(CC3)C)F)=O (3-ethoxycarbonyl-1-ethyl-7,9-difluoro-8-(4-methyl-1-piperazinyl)-4-oxo-1,4-dihydro-benzo[b][1,8]naphthyridine). Isolated yield 63.9%. As a reaction SMILES: [CH2:1]([O:3][C:4]([C:6]1[C:7](=[O:25])[C:8]2[CH:9]=[C:10]3[CH:21]=[C:20]([F:22])[C:19](F)=[C:18]([F:24])[C:11]3=[N:12][C:13]=2[N:14]([CH2:16][CH3:17])[CH:15]=1)=[O:5])[CH3:2].[CH3:26][N:27]1[CH2:32][CH2:31][NH:30][CH2:29][CH2:28]1>>[CH2:1]([O:3][C:4]([C:6]1[C:7](=[O:25])[C:8]2[CH:9]=[C:10]3[CH:21]=[C:20]([F:22])[C:19]([N:30]4[CH2:31][CH2:32][N:27]([CH3:26])[CH2:28][CH2:29]4)=[C:18]([F:24])[C:11]3=[N:12][C:13]=2[N:14]([CH2:16][CH3:17])[CH:15]=1)=[O:5])[CH3:2]. Reported procedure: The 3-ethoxycarbonyl-1-ethyl-7,9-difluoro-8-(4-methyl-1-piperazinyl)-4-oxo-1,4-dihydrobenzo[b][1,8]naphthyridine was prepared under the conditions of Example 3 but starting from 1.4 g of 3-ethoxycarbonyl-1-ethyl-7,8,9-trifluoro-4-oxo-1,4-dihydro-benzo[b][1,8]naphthyridine and 4 g of 1-methylpiperazine. 1.1 g of 3-ethoxycarbonyl-1-ethyl-7,9-difluoro-8-(4-methyl-1-piperazinyl)-4-oxo-1,4-dihydro-benzo[b][1,8]naphthyridine are obtained in the form of a yellow solid melting at 206° C. The reactants are CCOCC, CCO, [K+], [OH-], O=[N+]([O-])c1ccc(O)cc1. The product is [K+], O=[N+]([O-])c1ccc([O-])cc1. Reaction SMILES: [CH3:13][CH2:14][O:15][CH2:16][CH3:17].[CH3:18][CH2:19][OH:20].[K+:12].[OH-:11].[OH:1][c:2]1[cH:3][cH:4][c:5]([N+:8]([O-:9])=[O:10])[cH:6][cH:7]1>>[K+:12].[O-:1][c:2]1[cH:3][cH:4][c:5]([N+:8](=[O:9])[O-:10])[cH:6][cH:7]1.